Dataset: the Open Reaction Database (ORD), a public repository of structured organic reaction records. Task: describe an organic reaction: reactants, conditions, products, and yield Starting materials: Nc1cccc(OCc2ccccc2)c1, Cc1cc(Cl)nc(-c2ccccn2)n1. Yields the product Cc1cc(Nc2cccc(OCc3ccccc3)c2)nc(-c2ccccn2)n1. RXN SMILES: [CH2:15]([c:16]1[cH:17][cH:18][cH:19][cH:20][cH:21]1)[O:22][c:23]1[cH:24][c:25]([NH2:26])[cH:27][cH:28][cH:29]1.[Cl:1][c:2]1[n:3][c:4](-[c:9]2[n:10][cH:11][cH:12][cH:13][cH:14]2)[n:5][c:6]([CH3:8])[cH:7]1>>[c:2]1([NH:26][c:25]2[cH:24][c:23]([O:22][CH2:15][c:16]3[cH:17][cH:18][cH:19][cH:20][cH:21]3)[cH:29][cH:28][cH:27]2)[n:3][c:4](-[c:9]2[n:10][cH:11][cH:12][cH:13][cH:14]2)[n:5][c:6]([CH3:8])[cH:7]1.